Dataset: the Open Reaction Database (ORD), a public repository of structured organic reaction records. Task: describe an organic reaction: reactants, conditions, products, and yield Starting materials: O=C(O)c1cc2cc(F)ccc2n1Cc1cccc(F)c1, Nc1cnc2[nH]ccc2c1. Yields the product O=C(Nc1cnc2[nH]ccc2c1)c1cc2cc(F)ccc2n1Cc1cccc(F)c1. As a reaction SMILES: [F:1][c:2]1[cH:3][c:4]2[cH:5][c:6]([C:19](=[O:20])[OH:21])[n:7]([CH2:11][c:12]3[cH:13][c:14]([F:18])[cH:15][cH:16][cH:17]3)[c:8]2[cH:9][cH:10]1.[NH2:22][c:23]1[cH:24][c:25]2[c:26]([n:27][cH:28]1)[nH:29][cH:30][cH:31]2>>[F:1][c:2]1[cH:3][c:4]2[cH:5][c:6]([C:19](=[O:20])[NH:22][c:23]3[cH:24][c:25]4[c:26]([n:27][cH:28]3)[nH:29][cH:30][cH:31]4)[n:7]([CH2:11][c:12]3[cH:13][c:14]([F:18])[cH:15][cH:16][cH:17]3)[c:8]2[cH:9][cH:10]1.